This data is from the Open Reaction Database (ORD), a public repository of structured organic reaction records. The task is: describe an organic reaction: reactants, conditions, products, and yield Reactants: [BH4-], C1CCOC1, Cc1ccc(NC(=O)c2ccccc2[N+](=O)[O-])nc1, CO, [Na+]. RXN SMILES: [BH4-:20].[CH2:22]1[O:23][CH2:24][CH2:25][CH2:26]1.[CH3:1][c:2]1[cH:3][cH:4][c:5]([NH:8][C:9]([c:10]2[c:11]([N+:16]([O-:17])=[O:18])[cH:12][cH:13][cH:14][cH:15]2)=[O:19])[n:6][cH:7]1.[CH3:27][OH:28].[Na+:21]>>[CH3:1][c:2]1[cH:3][cH:4][c:5]([NH:8][C:9]([c:10]2[c:11]([NH2:16])[cH:12][cH:13][cH:14][cH:15]2)=[O:19])[n:6][cH:7]1. Yields the product Cc1ccc(NC(=O)c2ccccc2N)nc1. The reactants are CC(C1=CC=CC=C1)(C)N(C(CC1=CC=CC=C1)=O)CCC(C)=O (N-(α,α-dimethylbenzyl)-N-(3-oxobutyl)phenylacetamide), [OH-].[K+] (potassium hydroxide). Run in C(C)O (ethanol). Yields the product CC(C1=CC=CC=C1)(C)N1C(C(=C(CC1)C)C1=CC=CC=C1)=O (1-(α,α-dimethylbenzyl)-4-methyl-3-phenyl-1,2,5,6-tetrahydropyridin-2-one). The yield is 67.0%. As a reaction SMILES: [CH3:1][C:2]([N:10]([CH2:20][CH2:21][C:22](=O)[CH3:23])[C:11](=[O:19])[CH2:12][C:13]1[CH:18]=[CH:17][CH:16]=[CH:15][CH:14]=1)([CH3:9])[C:3]1[CH:8]=[CH:7][CH:6]=[CH:5][CH:4]=1.[OH-].[K+]>C(O)C>[CH3:1][C:2]([N:10]1[CH2:20][CH2:21][C:22]([CH3:23])=[C:12]([C:13]2[CH:18]=[CH:17][CH:16]=[CH:15][CH:14]=2)[C:11]1=[O:19])([CH3:9])[C:3]1[CH:8]=[CH:7][CH:6]=[CH:5][CH:4]=1 |f:1.2|. Reported procedure: 7.1 g (0.022 mol) of N-(α,α-dimethylbenzyl)-N-(3-oxobutyl)phenylacetamide prepared by the method of Reference Example 10, was dissolved in 50 ml of ethanol, and 0.33 g (0.005 mol) of potassium hydroxide powder was added thereto. The mixture was reflux under heating for 1.5 hours. Then, the reaction mixture was returned to room temperature, and ethanol was distilled off under reduced pressure. Water was added to the residue, and the mixture was extracted with ethyl acetate. Then ethyl acetate lay... The reactants are C(C1=CC=CC=C1)N1CCC(CC1)N(C1=NC(=CC=C1[N+](=O)[O-])F)C (1-Benzyl-4-[N-methyl-N-(3-nitro-6-fluoro-2-pyridinyl)amino]piperidine), [H][H] (hydrogen). The reagents and catalysts are [Pt]=O (platinum oxide). The solvent is C(C)O (ethanol). Yields the product C(C1=CC=CC=C1)N1CCC(CC1)N(C1=NC(=CC=C1N)F)C (1-benzyl-4-[N-methyl-N-(3-amino-6-fluoro-2-pyridinyl)amino]piperidine). As a reaction SMILES: [CH2:1]([N:8]1[CH2:13][CH2:12][CH:11]([N:14]([CH3:25])[C:15]2[C:20]([N+:21]([O-])=O)=[CH:19][CH:18]=[C:17]([F:24])[N:16]=2)[CH2:10][CH2:9]1)[C:2]1[CH:7]=[CH:6][CH:5]=[CH:4][CH:3]=1.[H][H]>C(O)C.[Pt]=O>[CH2:1]([N:8]1[CH2:13][CH2:12][CH:11]([N:14]([CH3:25])[C:15]2[C:20]([NH2:21])=[CH:19][CH:18]=[C:17]([F:24])[N:16]=2)[CH2:10][CH2:9]1)[C:2]1[CH:7]=[CH:6][CH:5]=[CH:4][CH:3]=1. Reported procedure: 1-Benzyl-4-[N-methyl-N-(3-nitro-6-fluoro-2-pyridinyl)amino]piperidine (EXAMPLE 151, 5.81 g, 16.87 mmol) and platinum oxide (2.5 g) in ethanol (150 ml) is hydrogenated at 10 p.s.i. of hydrogen for one hr. Filtration and removal of the solvent gives 1-benzyl-4-[N-methyl-N-(3-amino-6-fluoro-2-pyridinyl)amino]piperidine. Without further purification, this material is dissolved in 85 ml acetonitrile and cooled to 0°. Acetone (3.76 ml, 51.2 mmol) and fused zinc chloride (465 mg, 3.4 mmol) are added an... Starting materials: ClC1=CC=C(CN2C(NCC2)=O)C=C1 (1-(4-chlorobenzyl)imidazolidin-2-one), O (Water), [H-].[Na+] (Sodium hydride), C1(=CC=C(C=C1)S(=O)(=O)OCC1(OC1)C)C (2-methyl-2-oxiranylmethyl toluene-4-sulfonate). Run in CN(C)C=O (DMF), CN(C)C=O (DMF). Conditions: time 1 hour. The product is ClC1=CC=C(CN2C(N(CC2)CC2(OC2)C)=O)C=C1 (1-(4-chlorobenzyl)-3-(2-methyl-2-oxiranylmethyl)imidazolidin-2-one). Yield: 60.0%. Reaction SMILES: [H-].[Na+].C1(C)C=CC(S(O[CH2:13][C:14]2([CH3:17])[CH2:16][O:15]2)(=O)=O)=CC=1.[Cl:19][C:20]1[CH:32]=[CH:31][C:23]([CH2:24][N:25]2[CH2:29][CH2:28][NH:27][C:26]2=[O:30])=[CH:22][CH:21]=1.O>CN(C=O)C>[Cl:19][C:20]1[CH:32]=[CH:31][C:23]([CH2:24][N:25]2[CH2:29][CH2:28][N:27]([CH2:13][C:14]3([CH3:17])[CH2:16][O:15]3)[C:26]2=[O:30])=[CH:22][CH:21]=1 |f:0.1|. Procedure: Sodium hydride (99 mg, 2.49 mmol) was added to a solution of 2-methyl-2-oxiranylmethyl toluene-4-sulfonate (500 mg, 2.37 mmol) in DMF (5 ml) while cooling in an ice-bath, and the mixture was stirred at room temperature for 1 hour. To which a solution of 1-(4-chlorobenzyl)imidazolidin-2-one (633 mg, 2.61 mmol) in DMF (5 ml) was added while cooling in an ice-bath, and the mixture was stirred at room temperature overnight. Water was added to the reaction mixture, and the mixture was extracted with ... Starting materials: C(C)(=O)N1N=C(C2=C(CC1C)C=CC(=C2)Cl)C2=CC(=C(C=C2)[N+](=O)[O-])Cl ((±)-3-acetyl-4,5-dihydro-8-chloro-1-(3-chloro-4-nitrophenyl)-4-methyl-3H-2,3-benzodiazepine), O.NN (hydrazine hydrate). The reagents and catalysts are [Ni] (Raney nickel). The solvent is CO (methanol), ClCCl (dichloromethane). Conditions: time 45 minute. The product is C(C)(=O)N1N=C(C2=C(CC1C)C=CC(=C2)Cl)C2=CC(=C(C=C2)N)Cl ((±)-3-Acetyl-1-(4-amino-3-chlorophenyl)-4,5-dihydro-8-chloro-4-methyl-3H-2,3-benzodiazepine). Yield: 28.4%. As a reaction SMILES: [C:1]([N:4]1[CH:10]([CH3:11])[CH2:9][C:8]2[CH:12]=[CH:13][C:14]([Cl:16])=[CH:15][C:7]=2[C:6]([C:17]2[CH:22]=[CH:21][C:20]([N+:23]([O-])=O)=[C:19]([Cl:26])[CH:18]=2)=[N:5]1)(=[O:3])[CH3:2].O.NN>CO.ClCCl.[Ni]>[C:1]([N:4]1[CH:10]([CH3:11])[CH2:9][C:8]2[CH:12]=[CH:13][C:14]([Cl:16])=[CH:15][C:7]=2[C:6]([C:17]2[CH:22]=[CH:21][C:20]([NH2:23])=[C:19]([Cl:26])[CH:18]=2)=[N:5]1)(=[O:3])[CH3:2] |f:1.2|. Reported procedure: 3.93 g (10 mmoles) of (±)-3-acetyl-4,5-dihydro-8-chloro-1-(3-chloro-4-nitrophenyl)-4-methyl-3H-2,3-benzodiazepine are dissolved in a mixture of 30 cm3 of methanol and 30 cm3 of dichloromethane, then 3.0 g of wet Raney nickel catalyst and, under vigorous stirring, 1.7 cm3 (35 mmoles) of 98% hydrazine hydrate are added. The reaction mixture is stirred for further 45 minutes, the catalyst is filtered, washed with dichloromethane, the filtrate is evaporated, and the residue is rubbed with 50 cm3 of ... The reactants are Cc1ccc(C(=O)O)cc1F, COc1ccc(N)cc1. The solvent is CN(C)C=O (DMF), CN(C)C=O (DMF), CN(C)C=O (DMF), CN(C)C=O (DMF), CN(C)C=O (DMF), CN(C)C=O (DMF). The product is COc1ccc(NC(=O)c2ccc(C)c(F)c2)cc1. The reagents and catalysts are C1CCN(C1)[P+](N2CCCC2)(N3CCCC3)ON4C5=C(C=CC(=C5)Cl)N=N4.F[P-](F)(F)(F)(F)F (PyClocK), CCN(C(C)C)C(C)C (DIPEA). Reaction conditions: temperature 25 celsius, time 2 hour. RXN SMILES: COc1ccc(N)cc1.Cc1ccc(C(=O)O)cc1F.C1CCN(C1)[P+](N2CCCC2)(N3CCCC3)ON4C5=C(C=CC(=C5)Cl)N=N4.F[P-](F)(F)(F)(F)F.CCN(C(C)C)C(C)C.CN(C)C=O>>COc1ccc(NC(=O)c2ccc(C)c(F)c2)cc1. Yield: 48.0%. Starting materials: S(=O)(=O)([O-])C1=CC=C(C)C=C1 (tosylate), TEA, C(Cl)Cl (DCM), N[C@H](C(=O)O[C@@H](C)C1=CC=CC=C1)C(C)C ((S)-((S)-1-phenylethyl) 2-amino-3-methylbutanoate), P(OC1=CC=CC2=CC=CC=C12)(=O)(Cl)Cl (naphthalen-1-yl phosphorodichloridate). Yields the product C1(=CC=CC=C1)[C@H](C)OC([C@H](C(C)C)N=P(=O)OC1=C(C=CC2=CC=CC=C12)Cl)=O ((2S)-((S)-1-phenylethyl)-2-(chloro(naphthalen-1-yloxy)phosphorylamino)-3-methylbutanoate). The yield is 96.0%. As a reaction SMILES: S(C1C=CC(C)=CC=1)([O-])(=O)=O.[NH2:12][C@@H:13]([CH:25]([CH3:27])[CH3:26])[C:14]([O:16][C@H:17]([C:19]1[CH:24]=[CH:23][CH:22]=[CH:21][CH:20]=1)[CH3:18])=[O:15].[P:28](Cl)(Cl)(=[O:40])[O:29][C:30]1[C:39]2[C:34](=[CH:35][CH:36]=[CH:37][CH:38]=2)[CH:33]=[CH:32][CH:31]=1.C(Cl)[Cl:44]>>[C:19]1([C@@H:17]([O:16][C:14](=[O:15])[C@@H:13]([N:12]=[P:28]([O:29][C:30]2[C:39]3[C:34](=[CH:35][CH:36]=[CH:37][CH:38]=3)[CH:33]=[CH:32][C:31]=2[Cl:44])=[O:40])[CH:25]([CH3:27])[CH3:26])[CH3:18])[CH:24]=[CH:23][CH:22]=[CH:21][CH:20]=1. Procedure: Using the general procedure for synthesizing naphthyl (aminoacid ester) phosphorochloridates, the tosylate salt of (S)-((S)-1-phenylethyl) 2-amino-3-methylbutanoate (2 g), naphthalen-1-yl phosphorodichloridate (1.33 g), TEA (1.41 mL) and DCM (60 mL) were combined to give (2S)-((S)-1-phenylethyl)-2-(chloro(naphthalen-1-yloxy)phosphorylamino)-3-methylbutanoate in an 96% yield (2.17 g) as a pale yellow thick oil.